From a dataset of the Open Reaction Database (ORD), a public repository of structured organic reaction records. describe an organic reaction: reactants, conditions, products, and yield The reactants are C1(CC1)C1=C(C(=NN1)C1=NC=C(C(=N1)NC1=CC=NC=C1)OC)C (2-(5-cyclopropyl-4-methyl-1H-pyrazol-3-yl)-5-methoxy-N-(pyridin-4-yl)pyrimidin-4-amine), BrCC=1C(=C(C(=O)OC)C=CC1Cl)Cl (methyl 3-(bromomethyl)-2,4-dichlorobenzoate), [H-].[Na+] (sodium hydride). Run in paraffin, C1CCOC1 (THF). Run at time 20 hour. The product is ClC1=C(C(=O)O)C=CC(=C1CN1N=C(C(=C1C1CC1)C)C1=NC=C(C(=N1)NC1=CC=NC=C1)OC)Cl (2,4-dichloro-3-({5-cyclopropyl-3-[5-methoxy-4-(pyridin-4-ylamino) pyrimidin-2-yl]-4-methyl-1H-pyrazol-1-yl}methyl)benzoic acid). As a reaction SMILES: [CH:1]1([C:4]2[NH:8][N:7]=[C:6]([C:9]3[N:14]=[C:13]([NH:15][C:16]4[CH:21]=[CH:20][N:19]=[CH:18][CH:17]=4)[C:12]([O:22][CH3:23])=[CH:11][N:10]=3)[C:5]=2[CH3:24])[CH2:3][CH2:2]1.Br[CH2:26][C:27]1[C:28]([Cl:38])=[C:29]([CH:34]=[CH:35][C:36]=1[Cl:37])[C:30]([O:32]C)=[O:31].[H-].[Na+]>C1COCC1>[Cl:38][C:28]1[C:27]([CH2:26][N:8]2[C:4]([CH:1]3[CH2:3][CH2:2]3)=[C:5]([CH3:24])[C:6]([C:9]3[N:14]=[C:13]([NH:15][C:16]4[CH:21]=[CH:20][N:19]=[CH:18][CH:17]=4)[C:12]([O:22][CH3:23])=[CH:11][N:10]=3)=[N:7]2)=[C:36]([Cl:37])[CH:35]=[CH:34][C:29]=1[C:30]([OH:32])=[O:31] |f:2.3|. Reported procedure: 200 mg of 2-(5-cyclopropyl-4-methyl-1H-pyrazol-3-yl)-5-methoxy-N-(pyridin-4-yl)pyrimidin-4-amine 1-16-1 (0.62 mmol, 1.0 eq.), 184.86 mg of methyl 3-(bromomethyl)-2,4-dichlorobenzoate (0.62 mmol, 1.0 eq.) and 31.0 mg of 60% sodium hydride in paraffin oil were suspended in 6.3 mL of dry THF and stirred for 20 hours at rt. The reaction mixture was partitioned between water and DCM/propan-2-ol 4:1. The separated aqueous layer was extracted three times with DCM/propan-2-ol 4:1. The combined organic l...